The task is: describe an organic reaction: reactants, conditions, products, and yield. This data is from the Open Reaction Database (ORD), a public repository of structured organic reaction records. Starting materials: BrC1=CC=CC(=N1)C(C(=O)O)(C)C (2-(6-bromopyridin-2-yl)-2-methylpropanoic acid), CN1N=CC(=C1)N (1-methyl-1H-pyrazol-4-amine), CN(C)C1=NC=CC=C1 (Dimethylaminopyridine), Cl.CN(CCCN=C=NCC)C (1-(3-dimethylaminopropyl)-3-ethylcarbodiimide hydrochloride). The solvent is CN(C=O)C (dimethylformamide). Reaction conditions: time 8 hour. Yields the product BrC1=CC=CC(=N1)C(C(=O)NC=1C=NN(C1)C)(C)C (2-(6-Bromopyridin-2-yl)-2-methyl-N-(1-methyl-1-H-pyrazol-4-yl)propanamide). As a reaction SMILES: [Br:1][C:2]1[N:7]=[C:6]([C:8]([CH3:13])([CH3:12])[C:9]([OH:11])=O)[CH:5]=[CH:4][CH:3]=1.[CH3:14][N:15]1[CH:19]=[C:18]([NH2:20])[CH:17]=[N:16]1.CN(C1C=CC=CN=1)C.Cl.CN(C)CCCN=C=NCC>CN(C)C=O>[Br:1][C:2]1[N:7]=[C:6]([C:8]([CH3:13])([CH3:12])[C:9]([NH:20][C:18]2[CH:17]=[N:16][N:15]([CH3:14])[CH:19]=2)=[O:11])[CH:5]=[CH:4][CH:3]=1 |f:3.4|. Procedure details: A solution of 2-(6-bromopyridin-2-yl)-2-methylpropanoic acid (120 mg, 0.49 mmol) in dimethylformamide (3 mL) was charged with 1-methyl-1H-pyrazol-4-amine (48 mg, 0.49 mmol). Dimethylaminopyridine (60 mg, 0.49 mmol) and 1-(3-dimethylaminopropyl)-3-ethylcarbodiimide hydrochloride (94 mg, 0.49 mmol) were added and the reaction was stirred overnight at room temperature. The reaction was purified by reverse phase HPLC (10-100% acetonitrile/water+0.05% TFA modifier) to afford the title compound. RXN SMILES: [C:9]([O:10][C:12](=[O:13])[CH3:14])(=[O:11])[CH3:15].[CH:17]([OH:18])=[O:19].[OH2:16].[s:1]1[c:2]([CH2:6][CH2:7][NH2:8])[cH:3][cH:4][cH:5]1>>[s:1]1[c:2]([CH2:6][CH2:7][NH:8][CH:9]=[O:11])[cH:3][cH:4][cH:5]1. Starting materials: CC(=O)OC(C)=O, O=CO, O, NCCc1cccs1. Product: O=CNCCc1cccs1. Starting materials: [N+](=O)([O-])C1=CC(=CC=C1O)C (2-nitro-p-cresol), C(Cl)Cl (methylene chloride), [OH-].[Na+] (sodium hydroxide), S(=O)(=O)(OC)OC (dimethyl sulfate). Reagents/catalysts: S(=O)(=O)(O)[O-].C(CCC)[N+](CCCC)(CCCC)CCCC (tetra-n-butylammonium hydrogensulfate). The solvent is O (water). Reaction conditions: time 2 hour. Product: CC1=CC(=C(C=C1)OC)[N+](=O)[O-] (4-methyl-2-nitroanisol). As a reaction SMILES: [N+:1]([C:4]1[C:9]([OH:10])=[CH:8][CH:7]=[C:6]([CH3:11])[CH:5]=1)([O-:3])=[O:2].[CH2:12](Cl)Cl.[OH-].[Na+].S(OC)(OC)(=O)=O>S([O-])(O)(=O)=O.C([N+](CCCC)(CCCC)CCCC)CCC.O>[CH3:11][C:6]1[CH:7]=[CH:8][C:9]([O:10][CH3:12])=[C:4]([N+:1]([O-:3])=[O:2])[CH:5]=1 |f:2.3,5.6|. Procedure details: A reaction mixture of 2-nitro-p-cresol (23.58 g, 0.154 mmol), methylene chloride (200 ml), tetra-n-butylammonium hydrogensulfate (5.15 g, 15.2 mmol), 1N sodium hydroxide (170 ml) and dimethyl sulfate (16.0 ml, 0.169 mmol) was stirred at room temperature for 2 hours. The reaction mixture was poured into water and extracted with methylene chloride. The organic layer was washed with brine, dried over anhydrous magnesium sulfate and evaporated. The concentrate was immediately used for the next react... Isolated yield 21.3%. Reaction SMILES: [C:1]([O:5][C:6]([N:8]1[CH2:13][CH2:12][C:11](=O)[CH2:10][CH2:9]1)=[O:7])([CH3:4])([CH3:3])[CH3:2].[NH2:15][C:16]1[CH:23]=[CH:22][CH:21]=[CH:20][C:17]=1[C:18]#[N:19]>[Cl-].[Zn+2].[Cl-].C1(C)C=CC=CC=1>[NH2:19][C:18]1[C:12]2[CH2:13][N:8]([C:6]([O:5][C:1]([CH3:4])([CH3:3])[CH3:2])=[O:7])[CH2:9][CH2:10][C:11]=2[N:15]=[C:16]2[CH:23]=[CH:22][CH:21]=[CH:20][C:17]=12 |f:2.3.4|. Procedure details: 1-t-Butoxycarbonyl-4-piperidone (1.69 g, 8.46 mmol), zinc chloride (1.50 g, 11.0 mmol) and 2-aminobenzonitrile (1.0 g, 8.46 mmol) were mixed and then reacted at 90° C. for 1 hour. The reaction mixture was cooled to room temperature to obtain a solid, which was ground together with toluene and filtered. The thus treated solid was suspended in chloroform and concentrated aqueous ammonia was added thereto and stirred. The chloroform layer was separated, dried over anhydrous sodium sulfate and then ... The reagents and catalysts are [Cl-].[Zn+2].[Cl-] (zinc chloride). Reactants: C(C)(C)(C)OC(=O)N1CCC(CC1)=O (1-t-Butoxycarbonyl-4-piperidone), NC1=C(C#N)C=CC=C1 (2-aminobenzonitrile). Product: NC1=C2C(=NC=3CCN(CC13)C(=O)OC(C)(C)C)C=CC=C2 (10-amino-2-t-butoxycarbonyl-1,2,3,4-tetrahydro-benzo[b][1,6]-naphthyridine). Solvent: C1(=CC=CC=C1)C (toluene). Reactants: [Si](C1=CC=CC=C1)(C1=CC=CC=C1)(C(C)(C)C)OCC1=CC=C(C(=C1N1C[C@H](O[C@H](C1)C)C)F)F ((2R,6S)-4-[6-({[tert-Butyl(diphenyl)silyl]oxy}methyl)-2,3-difluorophenyl]-2,6-dimethylmorpholine), C(C)(CC)[Li] (sec-butyllithium), [Si](C1=CC=CC=C1)(C1=CC=CC=C1)(C(C)(C)C)OCC1=CC=C(C(=C1N1C[C@H](O[C@H](C1)C)C)F)F ((2R,6S)-4-[6-({[tert-Butyl(diphenyl)silyl]oxy}methyl)-2,3-difluorophenyl]-2,6-dimethylmorpholine), CN1C=NC=C1C=O (1-methyl-imidazole-5-carbaldehyde). Yields the product [Si](C1=CC=CC=C1)(C1=CC=CC=C1)(C(C)(C)C)OCC=1C(=C(C(=C(C1)C(O)C1=CN=CN1C)F)F)N1C[C@H](O[C@H](C1)C)C ({5-({[tert-butyl(diphenyl)silyl]oxy}methyl)-4-[(2R,6S)-2,6-dimethylmorpholin-4-yl]-2,3-difluorophenyl}(1-methyl-1H-imidazol-5-yl)methanol). As a reaction SMILES: [Si:1]([O:18][CH2:19][C:20]1[C:25]([N:26]2[CH2:31][C@H:30]([CH3:32])[O:29][C@H:28]([CH3:33])[CH2:27]2)=[C:24]([F:34])[C:23]([F:35])=[CH:22][CH:21]=1)([C:14]([CH3:17])([CH3:16])[CH3:15])([C:8]1[CH:13]=[CH:12][CH:11]=[CH:10][CH:9]=1)[C:2]1[CH:7]=[CH:6][CH:5]=[CH:4][CH:3]=1.[CH3:36][N:37]1[C:41]([CH:42]=[O:43])=[CH:40][N:39]=[CH:38]1.C([Li])(CC)C>>[Si:1]([O:18][CH2:19][C:20]1[C:25]([N:26]2[CH2:31][C@H:30]([CH3:32])[O:29][C@H:28]([CH3:33])[CH2:27]2)=[C:24]([F:34])[C:23]([F:35])=[C:22]([CH:42]([C:41]2[N:37]([CH3:36])[CH:38]=[N:39][CH:40]=2)[OH:43])[CH:21]=1)([C:14]([CH3:16])([CH3:17])[CH3:15])([C:2]1[CH:7]=[CH:6][CH:5]=[CH:4][CH:3]=1)[C:8]1[CH:13]=[CH:12][CH:11]=[CH:10][CH:9]=1. Procedure details: Starting materials: (2R,6S)-4-[6-({[tert-butyl(diphenyl) silyl]oxy}methyl)-2,3-difluorophenyl]-2,6-dimethylmorpholine (Intermediate 3), 1-methyl-imidazole-5-carbaldehyde (116 mg, 1.06 mmol) and sec-butyllithium. Reactants: COC(C(C1=CC(=CC=C1)OC)NCCNC(=O)OC(C)(C)C)=O ((2-tert-butoxycarbonylamino-ethylamino)-(3-methoxy-phenyl)-acetic acid methyl ester), [Li+].[OH-] (LiOH). The solvent is O (H2O). Run at time 3 hour. The product is C(C)(C)(C)OC(=O)NCCNC(C(=O)O)C1=CC(=CC=C1)OC ((2-tert-Butoxycarbonylamino-ethylamino)-(3-methoxy-phenyl)-acetic acid). The yield is 46.0%. As a reaction SMILES: C[O:2][C:3](=[O:24])[CH:4]([NH:13][CH2:14][CH2:15][NH:16][C:17]([O:19][C:20]([CH3:23])([CH3:22])[CH3:21])=[O:18])[C:5]1[CH:10]=[CH:9][CH:8]=[C:7]([O:11][CH3:12])[CH:6]=1.[Li+].[OH-]>O>[C:20]([O:19][C:17]([NH:16][CH2:15][CH2:14][NH:13][CH:4]([C:5]1[CH:10]=[CH:9][CH:8]=[C:7]([O:11][CH3:12])[CH:6]=1)[C:3]([OH:24])=[O:2])=[O:18])([CH3:23])([CH3:22])[CH3:21] |f:1.2|. Procedure details: To a solution of (2-tert-butoxycarbonylamino-ethylamino)-(3-methoxy-phenyl)-acetic acid methyl ester (10.4 mmol) in TiAF:H2O (3:1, 40 mL) was added LiOH (10.9 mmol) and the reaction mixture was stirred for 3 hours at room temperature. The reaction mixture was concentrated in vacuo then diluted with H20 and neutralised with 2M HCl solution and the resulting precipitate was collected by filtration to afford the title compound in 46% yield. The reactants are CCCCCCCCCCC=CCCBr, Br, CCCCCCCBr, [Cl-], [Cl-], [Mg], [NH4+], C1CCOC1. The product is CCCCCCCCCC=CCCCCCCCCCC. As a reaction SMILES: [Br:12][CH2:13][CH2:14][CH:15]=[CH:16][CH2:17][CH2:18][CH2:19][CH2:20][CH2:21][CH2:22][CH2:23][CH2:24][CH2:25][CH3:26].[Br:2].[CH2:3]([CH2:4][CH2:5][CH2:6][CH2:7][CH2:8][CH3:9])[Br:10].[Cl-:11].[Cl-:27].[Mg:1].[NH4+:28].[O:29]1[CH2:30][CH2:31][CH2:32][CH2:33]1>>[CH2:3]([CH2:4][CH2:5][CH2:6][CH2:7][CH2:8][CH3:9])[CH2:13][CH2:14][CH:15]=[CH:16][CH2:17][CH2:18][CH2:19][CH2:20][CH2:21][CH2:22][CH2:23][CH2:24][CH2:25][CH3:26]. Reactants: ClC1=C(C(=CC=C1)Cl)C1=CC2=C(N=C(N=C2)NCCCCN(CC)CC)N=C1N (6-(2, 6-Dichlorophenyl)-N2 -(4-diethylamino-butyl)-pyrido[2,3-d]pyrimidine-2,7-diamine), [H-].[Na+] (sodium hydride), CN(C)C=O (DMF), C1(=CC=CC=C1)N=C=O (phenyl isocyanate). Conditions: time 2 hour. The product is C(C)(C)(C)NC(=O)NC=1C(=CC2=C(N=C(N=C2)NCCCCN(CC)CC)N1)C1=C(C=CC=C1Cl)Cl (1-tert-Butyl-3-[6-(2,6-dichlorophenyl)-2-(4-diethylamino-butylamino)-pyrido[2,3-d]pyrimidin-7-yl]-urea). RXN SMILES: [Cl:1][C:2]1[CH:7]=[CH:6][CH:5]=[C:4]([Cl:8])[C:3]=1[C:9]1[C:28]([NH2:29])=[N:27][C:12]2[N:13]=[C:14]([NH:17][CH2:18][CH2:19][CH2:20][CH2:21][N:22]([CH2:25][CH3:26])[CH2:23][CH3:24])[N:15]=[CH:16][C:11]=2[CH:10]=1.[H-].[Na+].[C:32]1([N:38]=[C:39]=[O:40])[CH:37]=CC=C[CH:33]=1.[CH3:41]N(C=O)C>>[C:32]([NH:38][C:39]([NH:29][C:28]1[C:9]([C:3]2[C:2]([Cl:1])=[CH:7][CH:6]=[CH:5][C:4]=2[Cl:8])=[CH:10][C:11]2[CH:16]=[N:15][C:14]([NH:17][CH2:18][CH2:19][CH2:20][CH2:21][N:22]([CH2:25][CH3:26])[CH2:23][CH3:24])=[N:13][C:12]=2[N:27]=1)=[O:40])([CH3:41])([CH3:37])[CH3:33] |f:1.2|. Reported procedure: To a solution of 6-(2,6-dichlorophenyl)-N2 -(4-diethylamino-butyl)-pyrido[2,3-d]pyrimidine-2,7-diamine (25.0 g) from Example 53 in DMF (300 mL) was added 1 equivalent of 60% sodium hydride suspension (2.31 g). After stirring for approximately 2 hours at room temperature, one equivalent of phenyl isocyanate (5.72 g) was added and the reaction monitored by thin layer chromatography After approximately 24 hours, the solvent was removed in vacuo. The residue was dissolved in dichloromethane and this... Reactants: N(=[N+]=[N-])C=1C=C2N=C(C(=NC2=CC1)O)O (6-azido-2,3-dihydroxyquinoxaline), [N+](=O)(O)[O-] (nitric acid). The solvent is C(C)(=O)O (acetic acid). Run at temperature 24 celsius, time 4 hour. The product is N(=[N+]=[N-])C=1C=C2N=C(C(=NC2=CC1[N+](=O)[O-])O)O (6-azido-2,3-dihydroxy-7-nitroquinoxaline). Yield: 78.0%. As a reaction SMILES: [N:1]([C:4]1[CH:5]=[C:6]2[C:11](=[CH:12][CH:13]=1)[N:10]=[C:9]([OH:14])[C:8]([OH:15])=[N:7]2)=[N+:2]=[N-:3].[N+:16]([O-])([OH:18])=[O:17]>C(O)(=O)C>[N:1]([C:4]1[CH:5]=[C:6]2[C:11](=[CH:12][C:13]=1[N+:16]([O-:18])=[O:17])[N:10]=[C:9]([OH:14])[C:8]([OH:15])=[N:7]2)=[N+:2]=[N-:3]. Reported procedure: 2 g 6-azido-2,3-dihydroxyquinoxaline is suspended in 100 ml glacial acetic acid. To the suspension is added 16 ml fuming nitric acid at 24° C. The mixture is stirred at 24° C. for 4 h giving a precipitate of 1.9 g (78%) 6-azido-2,3-dihydroxy-7-nitroquinoxaline. Starting materials: C(C)(C)(C)OC(=O)NCC(=O)O (N-t-butoxycarbonylglycine), CC(C)([O-])C.[K+] (potassium t-butoxide), C(C)[C@@H]1[C@@H]([C@]2(C)[C@@H](C1)[C@@H]1CCC3=CC(CC[C@@H]3[C@H]1CC2)=O)OC(CBr)=O (16β-ethyl-17β-bromoacetoxy-4-estren-3-one). Run in CC(=O)C (acetone), O (water). The product is C(C)[C@@H]1[C@@H]([C@]2(C)[C@@H](C1)[C@@H]1CCC3=CC(CC[C@@H]3[C@H]1CC2)=O)OC(COC(CNC(=O)OC(C)(C)C)=O)=O (16β-Ethyl-17β-(N-t-butoxycarbonylglycyloxy)acetoxy-4-estren-3-one). The yield is 89.2%. RXN SMILES: [C:1]([O:5][C:6]([NH:8][CH2:9][C:10]([OH:12])=[O:11])=[O:7])([CH3:4])([CH3:3])[CH3:2].CC(C)([O-])C.[K+].[CH2:19]([C@H:21]1[CH2:26][C@H:25]2[C@H:27]3[C@H:36]([CH2:37][CH2:38][C@:23]2([CH3:24])[C@H:22]1[O:40][C:41](=[O:44])[CH2:42]Br)[C@@H:35]1[C:30](=[CH:31][C:32](=[O:39])[CH2:33][CH2:34]1)[CH2:29][CH2:28]3)[CH3:20]>CC(C)=O.O>[CH2:19]([C@H:21]1[CH2:26][C@H:25]2[C@H:27]3[C@H:36]([CH2:37][CH2:38][C@:23]2([CH3:24])[C@H:22]1[O:40][C:41](=[O:44])[CH2:42][O:11][C:10](=[O:12])[CH2:9][NH:8][C:6]([O:5][C:1]([CH3:4])([CH3:2])[CH3:3])=[O:7])[C@@H:35]1[C:30](=[CH:31][C:32](=[O:39])[CH2:33][CH2:34]1)[CH2:29][CH2:28]3)[CH3:20] |f:1.2|. Procedure: In a mixture of 40 ml of acetone and 8 ml of water is dissolved 0.7 g of N-t-butoxycarbonylglycine, and 0.42 g of potassium t-butoxide is added to the solution. The mixture is stirred, followed by addition of 1.1 g of 16β-ethyl-17β-bromoacetoxy-4-estren-3-one. The mixture is refluxed for 12 hours. The solvent is then distilled off under reduced pressure and the residue is extracted with 150 ml of ethyl acetate. The organic layer is washed with water and saturated aqueous sodium chloride solution...